This data is from the Open Reaction Database (ORD), a public repository of structured organic reaction records. The task is: describe an organic reaction: reactants, conditions, products, and yield Starting materials: COc1ccc2c(=O)n(C)c(C3CCCN(C(=O)OCc4ccccc4)C3)c(-c3ccccc3)c2c1, CCO. The product is COc1ccc2c(=O)n(C)c(C3CCCNC3)c(-c3ccccc3)c2c1. RXN SMILES: [CH3:1][O:2][c:3]1[cH:4][c:5]2[c:6](-[c:31]3[cH:32][cH:33][cH:34][cH:35][cH:36]3)[c:7]([CH:15]3[CH2:16][N:17]([C:21]([O:22][CH2:23][c:24]4[cH:25][cH:26][cH:27][cH:28][cH:29]4)=[O:30])[CH2:18][CH2:19][CH2:20]3)[n:8]([CH3:14])[c:9](=[O:13])[c:10]2[cH:11][cH:12]1.[CH3:37][CH2:38][OH:39]>>[CH3:1][O:2][c:3]1[cH:4][c:5]2[c:6](-[c:31]3[cH:32][cH:33][cH:34][cH:35][cH:36]3)[c:7]([CH:15]3[CH2:16][NH:17][CH2:18][CH2:19][CH2:20]3)[n:8]([CH3:14])[c:9](=[O:13])[c:10]2[cH:11][cH:12]1. Starting materials: ClC1=C(CN=[N+]=[N-])C=CC=C1Cl (2,3-dichlorobenzyl azide), C(#N)CC(=O)N (cyanoacetamide). Run in C(C)O (ethanol). Product: NC1=C(N=NN1CC1=C(C(=CC=C1)Cl)Cl)C(=O)N (5-amino-1-(2,3-dichlorobenzyl)-1H-1,2,3-triazole-4-carboxamide). Reaction SMILES: [Cl:1][C:2]1[C:11]([Cl:12])=[CH:10][CH:9]=[CH:8][C:3]=1[CH2:4][N:5]=[N+:6]=[N-:7].[C:13]([CH2:15][C:16]([NH2:18])=[O:17])#[N:14]>C(O)C>[NH2:14][C:13]1[N:5]([CH2:4][C:3]2[CH:8]=[CH:9][CH:10]=[C:11]([Cl:12])[C:2]=2[Cl:1])[N:6]=[N:7][C:15]=1[C:16]([NH2:18])=[O:17]. Reported procedure: In a manner analogous to that described in Example 2, by reacting 2,3-dichlorobenzyl azide with cyanoacetamide there is obtained 5-amino-1-(2,3-dichlorobenzyl)-1H-1,2,3-triazole-4-carboxamide having a melting point of 224°-226° (from ethanol). The starting material can be produced from 2,3-dichlorobenzyl alcohol as starting material by halogenation, for example with phosphorus tribromide, and reaction with sodium azide. Starting materials: oil, [H-].[Na+] (sodium hydride), C(C1=CC=CC=C1)N1CCC(CC1)O (1-benzyl-4-piperidinol), FC1=CC=C(C=C1)F (p-difluorobenzene), [H][H] (hydrogen), Cl (HCl). Run in CN(C=O)C (dimethylformamide), CN(C=O)C (dimethylformamide), C(C)O (ethanol), CN(C=O)C (dimethylformamide), C(C)O (ethanol). Conditions: temperature 80 celsius, time 48 hour. Product: Cl.C(C1=CC=CC=C1)N1CCC(CC1)OC1=CC=C(C=C1)F (1-benzyl-4-(p-fluorophenoxy)piperidine hydrochloride). As a reaction SMILES: [CH2:1]([N:8]1[CH2:13][CH2:12][CH:11]([OH:14])[CH2:10][CH2:9]1)[C:2]1[CH:7]=[CH:6][CH:5]=[CH:4][CH:3]=1.[H-].[Na+].[H][H].[F:19][C:20]1[CH:25]=[CH:24][C:23](F)=[CH:22][CH:21]=1.[ClH:27]>C(O)C.CN(C)C=O>[ClH:27].[CH2:1]([N:8]1[CH2:13][CH2:12][CH:11]([O:14][C:23]2[CH:24]=[CH:25][C:20]([F:19])=[CH:21][CH:22]=2)[CH2:10][CH2:9]1)[C:2]1[CH:3]=[CH:4][CH:5]=[CH:6][CH:7]=1 |f:1.2,8.9|. Procedure details: 86.4 g of 1-benzyl-4-piperidinol in 200 ml. and dimethylformamide are added dropwise to a stirred suspension of 34.7 g of a 50% oil dispersion of sodium hydride in 900 ml. of dimethylformamide at 60°-70° C. When no more hydrogen gas is liberated, a mixture of 68.4 g of p-difluorobenzene in 200 ml. of dimethylformamide is added slowly, and the temperature is raised to 80° C. Stirring and heating is continued for 48 hours, the reaction is cooled, poured into 2 l. of water, and the aqueous suspensi... The reactants are COC(=O)CC(C)N1CCNC(CC(C)C)C1=O, CCN(C(C)C)C(C)C, CN(C)C=O, O, Cc1ccccc1NC(=O)Nc1ccc(CC(=O)O)cc1. Yields the product COC(=O)CC(C)N1CCN(C(=O)Cc2ccc(NC(=O)Nc3ccccc3C)cc2)C(CC(C)C)C1=O. RXN SMILES: [CH3:31][O:32][C:33]([CH2:34][CH:35]([CH3:36])[N:37]1[C:38](=[O:47])[CH:39]([CH2:43][CH:44]([CH3:45])[CH3:46])[NH:40][CH2:41][CH2:42]1)=[O:48].[CH:22]([N:23]([CH:24]([CH3:25])[CH3:26])[CH2:27][CH3:28])([CH3:29])[CH3:30].[O:49]=[CH:50][N:51]([CH3:52])[CH3:53].[OH2:54].[c:1]1([CH3:21])[c:2]([NH:7][C:8]([NH:9][c:10]2[cH:11][cH:12][c:13]([CH2:16][C:17](=[O:18])[OH:19])[cH:14][cH:15]2)=[O:20])[cH:3][cH:4][cH:5][cH:6]1>>[c:1]1([CH3:21])[c:2]([NH:7][C:8]([NH:9][c:10]2[cH:11][cH:12][c:13]([CH2:16][C:17](=[O:19])[N:40]3[CH:39]([CH2:43][CH:44]([CH3:45])[CH3:46])[C:38](=[O:47])[N:37]([CH:35]([CH2:34][C:33]([O:32][CH3:31])=[O:48])[CH3:36])[CH2:42][CH2:41]3)[cH:14][cH:15]2)=[O:20])[cH:3][cH:4][cH:5][cH:6]1. Yields the product COc1ccc([N+](=O)[O-])c2cc[nH]c12. RXN SMILES: [CH3:24][OH:25].[OH2:26].[c:1]1([S:2](=[O:3])(=[O:4])[n:10]2[cH:11][cH:12][c:13]3[c:14]([N+:21](=[O:22])[O-:23])[cH:15][cH:16][c:17]([O:19][CH3:20])[c:18]23)[cH:5][cH:6][cH:7][cH:8][cH:9]1>>[nH:10]1[cH:11][cH:12][c:13]2[c:14]([N+:21](=[O:22])[O-:23])[cH:15][cH:16][c:17]([O:19][CH3:20])[c:18]12. The reactants are CO, O, COc1ccc([N+](=O)[O-])c2ccn(S(=O)(=O)c3ccccc3)c12. Starting materials: BrC1=CC=C(C=C1)SC (p-bromothioanisole), [Li]CCCC (n-BuLi), CC1(CC=C(C1=O)C1=CC=CC=C1)C (5,5-Dimethyl-2-phenylcyclopent-2-enone). The solvent is C1CCOC1 (THF), C1CCOC1 (THF). Reaction conditions: temperature -78 celsius, time 45 minute. The product is CC1(CC=C(C1(O)C1=CC=C(C=C1)SC)C1=CC=CC=C1)C (5,5-Dimethyl-1-(4-(methylthio)phenyl)-2-phenylcyclopent-2-enol). The yield is 87.5%. As a reaction SMILES: Br[C:2]1[CH:7]=[CH:6][C:5]([S:8][CH3:9])=[CH:4][CH:3]=1.[Li]CCCC.[CH3:15][C:16]1([CH3:28])[C:20](=[O:21])[C:19]([C:22]2[CH:27]=[CH:26][CH:25]=[CH:24][CH:23]=2)=[CH:18][CH2:17]1>C1COCC1>[CH3:15][C:16]1([CH3:28])[C:20]([C:2]2[CH:7]=[CH:6][C:5]([S:8][CH3:9])=[CH:4][CH:3]=2)([OH:21])[C:19]([C:22]2[CH:27]=[CH:26][CH:25]=[CH:24][CH:23]=2)=[CH:18][CH2:17]1. Procedure: To a −78° C. solution of p-bromothioanisole (5 g) in 100 mL of THF was added a solution n-BuLi (10 mL, 2.5 M in hexane). After stirring for 45 min. at −78° C., a solution of the product of Step 3 (2.4 g) in 10 mL of THF was added dropwise. The reaction mixture was stirred for 10 min. and then quenched with 100 mL of saturated solution of NH4Cl. The product was extracted with 300 mL of 2:1 hexanes/EtOAc. The extract was dried over Na2SO4 and concentrated. Th e residue was purified by chromatograp... Procedure: The mixture of 2-acetoxy-1-(4-bromophenyl)-2-[3-fluoro-4-(methylsulfonyl)phenyl]-1-ethanone (743.7 mg, 1.733 mmol) and ammonium acetate (333.9 mg, 4.333 mmol) in acetic acid (15 mL) was heated at reflux temperature for 2.5 hours, and cooled down to room temperature. The mixture was evaporated, diluted with ethyl acetate (100 mL), washed with saturated NaHCO3 solution (100 mL×2), water (50 mL), brine (50 mL), dried over MgSO4, and concentrated in vacuo. The residue was purified by flash chromatog... The solvent is C(C)(=O)O (acetic acid). Product: BrC1=CC=C(C=C1)C=1N=C(OC1C1=CC(=C(C=C1)S(=O)(=O)C)F)C (4-(4-Bromophenyl)-5-[3-fluoro-4-(methylsulfonyl)phenyl]-2-methyl-1,3-oxazole). Starting materials: C(C)(=O)OC(C(=O)C1=CC=C(C=C1)Br)C1=CC(=C(C=C1)S(=O)(=O)C)F (2-acetoxy-1-(4-bromophenyl)-2-[3-fluoro-4-(methylsulfonyl)phenyl]-1-ethanone), C(C)(=O)[O-].[NH4+] (ammonium acetate). Reaction SMILES: [C:1]([O:4][CH:5]([C:15]1[CH:20]=[CH:19][C:18]([S:21]([CH3:24])(=[O:23])=[O:22])=[C:17]([F:25])[CH:16]=1)[C:6]([C:8]1[CH:13]=[CH:12][C:11]([Br:14])=[CH:10][CH:9]=1)=O)(=O)[CH3:2].C([O-])(=O)C.[NH4+:30]>C(O)(=O)C>[Br:14][C:11]1[CH:12]=[CH:13][C:8]([C:6]2[N:30]=[C:1]([CH3:2])[O:4][C:5]=2[C:15]2[CH:20]=[CH:19][C:18]([S:21]([CH3:24])(=[O:23])=[O:22])=[C:17]([F:25])[CH:16]=2)=[CH:9][CH:10]=1 |f:1.2|. Isolated yield 62.9%.